This data is from the Open Reaction Database (ORD), a public repository of structured organic reaction records. The task is: describe an organic reaction: reactants, conditions, products, and yield Starting materials: ClCC(=O)O (chloroacetic acid), C1(=CC(=CC=C1)OC=1C(NC(NC1)=S)=O)C (5-m-tolyloxy-2-thiouracil). Solvent: Cl (HCl). Yields the product C1(=CC(=CC=C1)OC=1C(NC(NC1)=O)=O)C (5-m-tolyloxyuracil). Yield: 92.0%. Reaction SMILES: ClCC(O)=[O:4].[C:6]1([CH3:21])[CH:11]=[CH:10][CH:9]=[C:8]([O:12][C:13]2[C:14](=[O:20])[NH:15][C:16](=S)[NH:17][CH:18]=2)[CH:7]=1>Cl>[C:6]1([CH3:21])[CH:11]=[CH:10][CH:9]=[C:8]([O:12][C:13]2[C:14](=[O:20])[NH:15][C:16](=[O:4])[NH:17][CH:18]=2)[CH:7]=1. Reported procedure: To a solution of 73.3 g (0.744 mol) chloroacetic acid in 700 ml 12N HCl was added 28.6 g (0.122 mol) of 5-m-tolyloxy-2-thiouracil. The slurry was heated at reflux for 35 hours and filtered while still hot. The resulting white solid was washed well with H2O and dried to give 24.5 g of 5-m-tolyloxyuracil (m.p. 291°-295°). Starting materials: C(=O)(OCC1=CC=CC=C1)N[C@@H](CC1=CC=CC=C1)C(=O)NC1=CC=C(C=C1)C=1C(CC(NN1)=O)C (6-[4-(N-carbobenzoxy-L-phenylalanylamino)-phenyl]-5-methyl -4,5-dihydro-3(2H)-pyridazinone), C(=O)(OCC1=CC=CC=C1)N[C@@H](CC(N)=O)C(=O)NC1=CC=C(C=C1)C=1C(CC(NN1)=O)C (6-[4-(N-carbobenzoxy-L-asparaginylamino)-phenyl]-5-methyl-4,5-dihydro-3(2H)-pyridazinone), N=1NC(C=CC1)=O (pyridazinone), CC1CC(NN=C1)=O (5-methyl-4,5-dihydro-3(2H)-pyridazinone). The product is OC(C(=O)NC1=CC=C(C=C1)C=1C(CC(NN1)=O)C)C (6-[4-(2-hydroxypropanoylamino)-phenyl]-5-methyl-4,5-dihydro-3(2H)-pyridazinone). Reaction SMILES: C(N[C@H:12]([C:20]([NH:22][C:23]1[CH:28]=[CH:27][C:26]([C:29]2[CH:30]([CH3:36])[CH2:31][C:32](=[O:35])[NH:33][N:34]=2)=[CH:25][CH:24]=1)=[O:21])[CH2:13]C1C=CC=CC=1)(OCC1C=CC=CC=1)=O.N1NC(=[O:43])C=CC=1.CC1C=NNC(=O)C1.C(N[C@H](C(NC1C=CC(C2C(C)CC(=O)NN=2)=CC=1)=O)CC(=O)N)(OCC1C=CC=CC=1)=O>>[OH:43][CH:12]([CH3:13])[C:20]([NH:22][C:23]1[CH:28]=[CH:27][C:26]([C:29]2[CH:30]([CH3:36])[CH2:31][C:32](=[O:35])[NH:33][N:34]=2)=[CH:25][CH:24]=1)=[O:21]. Procedure details: A composition which comprises an effective blood pressure depressing, platelet aggregation inhibiting, or myocardial-contraction reinforcing amount of a compound selected from the group consisting of 6-[4-(N-carbobenzoxy-L-phenylalanylamino)-phenyl]-5-methyl -4,5-dihydro-3(2H)-pyridazinone, 6-[4-(L-phenylalanylamino)-phenyl-5-methyl-4,5-dihydro-3(2H)=pyridazinone, 6-]4-(N-carbobenzoxy-L-tryptophylamino)-phenyl]-5-methyl-4,5-dihydro-3(2H)-pyridazinone, and 6-[4-(N-carbobenzoxy-L-asparaginylamino)... Starting materials: CC(=O)OC(C)=O, CN1CCC(O)N(c2nnc(C3CC3)s2)C1=O, Cc1ccccc1S(=O)(=O)O, c1ccccc1. Yields the product CC(=O)OC1CCN(C)C(=O)N1c1nnc(C2CC2)s1. RXN SMILES: [CH3:18][C:19](=[O:20])[O:21][C:22](=[O:23])[CH3:24].[CH:1]1([c:4]2[n:5][n:6][c:7]([N:9]3[C:10](=[O:17])[N:11]([CH3:16])[CH2:12][CH2:13][CH:14]3[OH:15])[s:8]2)[CH2:2][CH2:3]1.[c:25]1([CH3:26])[c:27]([S:28]([OH:29])(=[O:30])=[O:31])[cH:32][cH:33][cH:34][cH:35]1.[cH:36]1[cH:37][cH:38][cH:39][cH:40][cH:41]1>>[CH:1]1([c:4]2[n:5][n:6][c:7]([N:9]3[C:10](=[O:17])[N:11]([CH3:16])[CH2:12][CH2:13][CH:14]3[O:15][C:19]([CH3:18])=[O:20])[s:8]2)[CH2:2][CH2:3]1. Starting materials: COC1=CC(=CC=C1)\C=C\C1=CC=C(C=C1)[N+](=O)[O-] ((E)-1-methoxy-3-[2-(4-nitrophenyl)ethenyl]-benzene), [Sn] (tin). The product is COC=1C=C(C=CC1)/C=C/C1=CC=C(C=C1)N ((E)-4-[2-(3-methoxy-phenyl)-vinyl]-phenylamine). RXN SMILES: [CH3:1][O:2][C:3]1[CH:8]=[CH:7][CH:6]=[C:5](/[CH:9]=[CH:10]/[C:11]2[CH:16]=[CH:15][C:14]([N+:17]([O-])=O)=[CH:13][CH:12]=2)[CH:4]=1.[Sn]>>[CH3:1][O:2][C:3]1[CH:4]=[C:5](/[CH:9]=[CH:10]/[C:11]2[CH:12]=[CH:13][C:14]([NH2:17])=[CH:15][CH:16]=2)[CH:6]=[CH:7][CH:8]=1 |^3:19|. Procedure details: In an analogous manner to that described in Example 37b), the reduction of (E)-1-methoxy-3-[2-(4-nitrophenyl)ethenyl]-benzene using tin yields the (E)-4-[2-(3-methoxy-phenyl)-vinyl]-phenylamine as a brown oil; MS: m/e=226 (M+H)+. The reactants are CCCCCC (hexane), COC(=O)CCCCN1C=CC2=CC(=CC=C12)[N+](=O)[O-] (1-(4-methoxy carbonyl butyl)5-nitroindole), [OH-].[Na+] (sodium hydroxide), O (water). RXN SMILES: C[O:2][C:3]([CH2:5][CH2:6][CH2:7][CH2:8][N:9]1[C:17]2[C:12](=[CH:13][C:14]([N+:18]([O-:20])=[O:19])=[CH:15][CH:16]=2)[CH:11]=[CH:10]1)=[O:4].[OH-].[Na+].O.CCCCCC>C(Cl)(Cl)Cl>[C:3]([CH2:5][CH2:6][CH2:7][CH2:8][N:9]1[C:17]2[C:12](=[CH:13][C:14]([N+:18]([O-:20])=[O:19])=[CH:15][CH:16]=2)[CH:11]=[CH:10]1)([OH:4])=[O:2] |f:1.2|. Reaction conditions: temperature 120 celsius, time 90 minute. The product is C(=O)(O)CCCCN1C=CC2=CC(=CC=C12)[N+](=O)[O-] (1-(4-carboxybutyl)-5-nitroindole). Procedure details: To 1-(4-methoxy carbonyl butyl)5-nitroindole (0.5 g) was added molar sodium hydroxide (10 ml) and the solution stirred in an oil bath at 120° C. for 90 minutes. It was then cooled, water (10 ml) added and the solution extracted with ethyl acetate (2×15 ml). The combined organic extracts were washed with water (2×10 ml) and the combined aqueous extracts were acidified with molar HCl and extracted with ethyl acetate. (3×15 ml). The organic extracts were dried over anhydrous sodium sulphate, filter... The solvent is C(Cl)(Cl)Cl (chloroform).